Dataset: the Open Reaction Database (ORD), a public repository of structured organic reaction records. Task: describe an organic reaction: reactants, conditions, products, and yield Starting materials: C(C)OC(CNC(=O)NC1=CC(=NC2=CC=CC=C12)C)=O ([3-(2-Methyl-quinolin-4-yl)-ureido]-acetic acid ethyl ester). Run in Cl (HCl). Conditions: temperature 80 celsius. The product is N1=CC=C(C2=CC=CC=C12)NC(NCC(=O)O)=O ((3-Quinolin-4-yl-ureido)-acetic acid), hydrochloride salt. As a reaction SMILES: C([O:3][C:4](=[O:21])[CH2:5][NH:6][C:7]([NH:9][C:10]1[C:19]2[C:14](=[CH:15][CH:16]=[CH:17][CH:18]=2)[N:13]=[C:12](C)[CH:11]=1)=[O:8])C>Cl>[N:13]1[C:14]2[C:19](=[CH:18][CH:17]=[CH:16][CH:15]=2)[C:10]([NH:9][C:7](=[O:8])[NH:6][CH2:5][C:4]([OH:21])=[O:3])=[CH:11][CH:12]=1. Reported procedure: [3-(2-Methyl-quinolin-4-yl)-ureido]-acetic acid ethyl ester (7.2 g, 25 mmol) is suspended in 6N aqueous HCl (250 mL), and the mixture is heated at 80° C. for 15 h. The mixture is cooled, filtered from the resulting precipitate and the solid dried to provide the title compound as hydrochloride salt. Reactants: CCOC(=O)c1cn(C2CCCC2)c2c(OC)c(F)c(F)cc2c1=O, [K+], O=[N+]([O-])[O-], O=S(=O)(O)O. Yields the product CCOC(=O)c1cn(C2CCCC2)c2c(OC)c(F)c(F)c([N+](=O)[O-])c2c1=O. RXN SMILES: [CH:1]1([n:6]2[cH:7][c:8]([C:21](=[O:22])[O:23][CH2:24][CH3:25])[c:9](=[O:20])[c:10]3[cH:11][c:12]([F:19])[c:13]([F:18])[c:14]([O:16][CH3:17])[c:15]23)[CH2:2][CH2:3][CH2:4][CH2:5]1.[K+:30].[N+:26](=[O:27])([O-:28])[O-:29].[S:31](=[O:32])(=[O:33])([OH:34])[OH:35]>>[CH:1]1([n:6]2[cH:7][c:8]([C:21](=[O:22])[O:23][CH2:24][CH3:25])[c:9](=[O:20])[c:10]3[c:11]([N+:26](=[O:27])[O-:28])[c:12]([F:19])[c:13]([F:18])[c:14]([O:16][CH3:17])[c:15]23)[CH2:2][CH2:3][CH2:4][CH2:5]1. Reactants: N1CCCCC1 (piperidine), C1=CC=CC=2C3=CC=CC=C3C(C12)COC(=O)N=C=S (9-fluorenylmethoxycarbonylisothiocyanate), Cl.C(C)OC(C(C)(C1CCNCC1)C)=O (2-methyl-2-piperidin-4-yl-propionic acid ethyl ester hydrochloride), C(O)([O-])=O.[Na+] (sodium hydrogen carbonate). The solvent is C(C)OCC (diethyl ether), C(Cl)(Cl)Cl (chloroform), C(Cl)(Cl)Cl (chloroform). The product is C(C)OC(C(C)(C1CCN(CC1)C(N)=S)C)=O (2-methyl-2-(1-thiocarbamoylpiperidin-4-yl)propionic acid ethyl ester). The yield is 99.7%. As a reaction SMILES: C1C2C(COC([N:18]=[C:19]=[S:20])=O)C3C(=CC=CC=3)C=2C=CC=1.Cl.[CH2:22]([O:24][C:25](=[O:35])[C:26]([CH3:34])([CH:28]1[CH2:33][CH2:32][NH:31][CH2:30][CH2:29]1)[CH3:27])[CH3:23].C(=O)([O-])O.[Na+].N1CCCCC1>C(Cl)(Cl)Cl.C(OCC)C>[CH2:22]([O:24][C:25](=[O:35])[C:26]([CH3:34])([CH:28]1[CH2:33][CH2:32][N:31]([C:19](=[S:20])[NH2:18])[CH2:30][CH2:29]1)[CH3:27])[CH3:23] |f:1.2,3.4|. Procedure: To a solution of 9-fluorenylmethoxycarbonylisothiocyanate (2.62 g, 9.32 mmol) in chloroform (20 ml), a solution of 2-methyl-2-piperidin-4-yl-propionic acid ethyl ester hydrochloride (2.27 g, 9.61 mmol) in chloroform (10 ml) and sodium hydrogen carbonate (4.03 g, 48.0 mmol) were added and the mixture was stirred at room temperature. Further, piperidine (30 ml) was added and the mixture was stirred at room temperature for 2 hours. The reaction solution was concentrated in vacuo, and the solid obta... The reactants are N(N)C(C(=O)NC1=CC=C(C=C1)S(=O)(=O)CCC)=O (2-hydrazino-2-oxo-N-[4-(propylsulfonyl)phenyl]acetamide), FC1=C(C=CC=C1)N=C=S (2-fluorophenylisothiocyanate), N(N)C(C(=O)NC1=CC=C(C=C1)S(=O)(=O)CCC)=O (2-hydrazino-2-oxo-N-[4-(propylsulfonyl)phenyl]acetamide), N(N)C(C(=O)NC1=CC=C(C=C1)[C@@H]1CC[C@H](CC1)CC(=O)OC)=O (methyl [trans-4-(4-{[hydrazino(oxo)acetyl]amino}phenyl)cyclohexyl]acetate). The product is FC1=C(C=CC=C1)NC1=NN=C(O1)C(=O)NC1=CC=C(C=C1)S(=O)(=O)CCC (5-[(2-Fluorophenyl)amino]-N-[4-(propylsulfonyl)phenyl]-1,3,4-oxadiazole-2-carboxamide). Reaction SMILES: [NH:1]([C:3](=[O:19])[C:4]([NH:6][C:7]1[CH:12]=[CH:11][C:10]([S:13]([CH2:16][CH2:17][CH3:18])(=[O:15])=[O:14])=[CH:9][CH:8]=1)=[O:5])[NH2:2].N(C(=O)C(NC1C=CC([C@H]2CC[C@H](CC(OC)=O)CC2)=CC=1)=O)N.[F:44][C:45]1[CH:50]=[CH:49][CH:48]=[CH:47][C:46]=1[N:51]=[C:52]=S>>[F:44][C:45]1[CH:50]=[CH:49][CH:48]=[CH:47][C:46]=1[NH:51][C:52]1[O:19][C:3]([C:4]([NH:6][C:7]2[CH:8]=[CH:9][C:10]([S:13]([CH2:16][CH2:17][CH3:18])(=[O:15])=[O:14])=[CH:11][CH:12]=2)=[O:5])=[N:1][N:2]=1. Procedure details: Following the general procedure of Example 105 but using 2-hydrazino-2-oxo-N-[4-(propylsulfonyl)phenyl]acetamide (Intermediate 97) as starting material in place of methyl [trans-4-(4-{[hydrazino(oxo)acetyl]amino}phenyl)cyclohexyl]acetate and using 2-fluorophenylisothiocyanate in place of 2-isothiocyanatopyridine the title compound was obtained as a solid; 1H NMR δ 0.90 (t, 3H), 1.46-1.62 (m, 2H), 3.18-3.27 (m, 2H), 7.12-7.20 (m, 1H), 7.22-7.35 (m, 2H), 7.87 (d, 2H), 7.99-8.10 (m, 3H), 10.90 (s, ... Starting materials: C(C)(C)(C)OC(CN(C1=CC=CC=C1)C(C(CSC(C)=O)C)=O)=O (N-(3-acetylthio-2-methylpropanoyl)-N-phenylglycine tert-butyl ester). Run in C1(=CC=CC=C1)OC (anisole), FC(C(=O)O)(F)F (trifluoroacetic acid). Run at time 8 hour. Product: C(C)(=O)SCC(C(=O)N(CC(=O)O)C1=CC=CC=C1)C (N-(3-Acetylthio-2-methylpropanoyl)-N-phenylglycine). As a reaction SMILES: C([O:5][C:6](=[O:24])[CH2:7][N:8]([C:15](=[O:23])[CH:16]([CH3:22])[CH2:17][S:18][C:19](=[O:21])[CH3:20])[C:9]1[CH:14]=[CH:13][CH:12]=[CH:11][CH:10]=1)(C)(C)C>C1(OC)C=CC=CC=1.FC(F)(F)C(O)=O>[C:19]([S:18][CH2:17][CH:16]([CH3:22])[C:15]([N:8]([C:9]1[CH:10]=[CH:11][CH:12]=[CH:13][CH:14]=1)[CH2:7][C:6]([OH:24])=[O:5])=[O:23])(=[O:21])[CH3:20]. Procedure details: Crude N-(3-acetylthio-2-methylpropanoyl)-N-phenylglycine tert-butyl ester (25 g, 0.0712 mol) was dissolved in a mixture of anisole (40 ml) and trifluoroacetic acid (125 ml). The resulting red solution was stirred overnight at room temperature. The solvent was evaporated and the residue was distributed between ethyl acetate and saturated aqueous sodium bicarbonate. The aqueous sodium bicarbonate layer was acidified cautiously with concentrated hydrochloric acid to pH 4-5. The product was extracte... The reactants are C1(CC1)COC1=C(C=CC(=N1)C(=O)NC1(CC1)C(F)(F)F)N1CC(C1)(F)F (6-(cyclopropylmethoxy)-5-(3,3-difluoroazetidin-1-yl)-N-(1-(trifluoromethyl)cyclopropyl)picolinamide), ClCC1=CC=CC=C1 ((chloromethyl)benzene), [H-].[Na+] (sodium hydride). Yields the product C(C1=CC=CC=C1)N(C(=O)C1=NC(=C(C=C1)N1CC(C1)(F)F)OCC1CC1)C1(CC1)C(F)(F)F (6-Cyclopropylmethoxy-5-(3,3-difluoro-azetidin-1-yl)-pyridine-2-carboxylic acid benzyl-(1-trifluoromethyl-cyclopropyl)-amide). Reaction SMILES: [CH:1]1([CH2:4][O:5][C:6]2[N:11]=[C:10]([C:12]([NH:14][C:15]3([C:18]([F:21])([F:20])[F:19])[CH2:17][CH2:16]3)=[O:13])[CH:9]=[CH:8][C:7]=2[N:22]2[CH2:25][C:24]([F:27])([F:26])[CH2:23]2)[CH2:3][CH2:2]1.Cl[CH2:29][C:30]1[CH:35]=[CH:34][CH:33]=[CH:32][CH:31]=1.[H-].[Na+]>>[CH2:29]([N:14]([C:15]1([C:18]([F:21])([F:20])[F:19])[CH2:16][CH2:17]1)[C:12]([C:10]1[CH:9]=[CH:8][C:7]([N:22]2[CH2:25][C:24]([F:27])([F:26])[CH2:23]2)=[C:6]([O:5][CH2:4][CH:1]2[CH2:3][CH2:2]2)[N:11]=1)=[O:13])[C:30]1[CH:35]=[CH:34][CH:33]=[CH:32][CH:31]=1 |f:2.3|. Procedure details: In analogy to the procedure described in Example 16 b), 6-(cyclopropylmethoxy)-5-(3,3-difluoroazetidin-1-yl)-N-(1-(trifluoromethyl)cyclopropyl)picolinamide (Example 16 a) was reacted with (chloromethyl)benzene (CAN 27987-13-9) in the presence of sodium hydride to give the title compound as colorless oil; MS (EI): m/e=482.4 [MH]+. The reactants are C1CCOC1, C=CCC(CCCCCC)C(=O)N(C(=O)OCC)C(C)c1cccc(OC)c1, [Li+], [Na+], [Na+], [OH-], O, O, OO, O=S([O-])[O-]. Yields the product C=CCC(CCCCCC)C(=O)O. As a reaction SMILES: [CH2:40]1[O:41][CH2:42][CH2:43][CH2:44]1.[CH2:6]([O:7][C:8]([N:9]([CH:10]([c:11]1[cH:24][cH:25][cH:26][c:27]([O:28][CH3:29])[cH:30]1)[CH3:31])[C:12]([CH:13]([CH2:14][CH2:15][CH2:16][CH2:17][CH2:18][CH3:19])[CH2:20][CH:21]=[CH2:22])=[O:23])=[O:32])[CH3:33].[Li+:5].[Na+:38].[Na+:39].[OH-:4].[OH2:3].[OH2:45].[OH:1][OH:2].[S:34](=[O:35])([O-:36])[O-:37]>>[C:12]([CH:13]([CH2:14][CH2:15][CH2:16][CH2:17][CH2:18][CH3:19])[CH2:20][CH:21]=[CH2:22])([OH:23])=[O:35].